From a dataset of the Open Reaction Database (ORD), a public repository of structured organic reaction records. describe an organic reaction: reactants, conditions, products, and yield As a reaction SMILES: O[C:2]1[CH:7]=[CH:6][CH:5]=[CH:4][C:3]=1[CH:8](O)[CH3:9].[C:11]([O-:14])([O-])=O.[Cs+].[Cs+].CI.CC(C)=[O:21]>>[OH:21][CH2:9][CH2:8][C:3]1[CH:4]=[CH:5][CH:6]=[CH:7][C:2]=1[O:14][CH3:11] |f:1.2.3|. Reactants: CC(=O)C (acetone), OC1=C(C=CC=C1)C(C)O (2-hydroxyphenyl-ethanol), C(=O)([O-])[O-].[Cs+].[Cs+] (Cs2CO3), CC(=O)C (acetone), CI (methyl iodide). Procedure: To a solution of 10 g of 2-(2-hydroxyphenyl-ethanol in 200 ml of acetone there are added 35.3 g of Cs2CO3 and then a solution of 6.5 ml of methyl iodide in 40 ml of acetone. The reaction mixture is stirred for 50 minutes at room temperature, is filtered and is concentrated by evaporation. The residue is partitioned between diethyl ether and water. The organic phases are combined, dried over magnesium sulfate and concentrated by evaporation, and the residue is purified by means of FC (dichloromet... Reaction conditions: time 50 minute. The product is OCCC1=C(C=CC=C1)OC (2-(2-Hydroxyethyl)-anisole). The reactants are ( d ), ( e ), C(C1=CC=CC=C1)(=O)C1=C(NC2CCN(CC2)C(=O)OCC)C=CC=C1 (ethyl 4-(2-benzoylanilino)piperidine-1-carboxylate), ClCC(=O)Cl (2-chloro-acetyl chloride), [I-].[Na+] (sodium iodide), C([O-])([O-])=O.[NH4+].[NH4+] (ammonium carbonate). The product is C(C)OC(=O)N1CCC(CC1)N1C(CN=C(C2=C1C=CC=C2)C2=CC=CC=C2)=O (1,3-dihydro-1-(1-ethoxycarbonyl-4-piperidinyl)-5-phenyl-2H-1,4-benzodiazepin-2-one). As a reaction SMILES: [C:1]([C:9]1[CH:26]=[CH:25][CH:24]=[CH:23][C:10]=1[NH:11][CH:12]1[CH2:17][CH2:16][N:15]([C:18]([O:20][CH2:21][CH3:22])=[O:19])[CH2:14][CH2:13]1)(=O)[C:2]1[CH:7]=[CH:6][CH:5]=[CH:4][CH:3]=1.Cl[CH2:28][C:29](Cl)=[O:30].[I-].[Na+].C(=O)([O-])[O-].[NH4+:38].[NH4+]>>[CH2:21]([O:20][C:18]([N:15]1[CH2:16][CH2:17][CH:12]([N:11]2[C:10]3[CH:23]=[CH:24][CH:25]=[CH:26][C:9]=3[C:1]([C:2]3[CH:7]=[CH:6][CH:5]=[CH:4][CH:3]=3)=[N:38][CH2:28][C:29]2=[O:30])[CH2:13][CH2:14]1)=[O:19])[CH3:22] |f:2.3,4.5.6|. Procedure: The reactions are performed as in the method of Example 23 (d) and (e). Thus ethyl 4-(2-benzoylanilino)piperidine-1-carboxylate (2.56 g) is reacted successively with 2-chloro-acetyl chloride, sodium iodide and ammonium carbonate, whereby 1,3-dihydro-1-(1-ethoxycarbonyl-4-piperidinyl)-5-phenyl-2H-1,4-benzodiazepin-2-one (2.27 g) is obtained as a powder. Reactants: BrCC(CC)=O (1-bromobutan-2-one), C(C1=CC=CC=C1)(=O)[O-].[Na+] (sodium benzoate), CN(C=O)C (N,N-dimethylformamide). Run in C(C)OCC (Diethyl ether). Conditions: time 45 minute. The product is C(C1=CC=CC=C1)(=O)OCC(CC)=O (2-oxobutyl benzoate). RXN SMILES: Br[CH2:2][C:3](=[O:6])[CH2:4][CH3:5].[C:7]([O-:15])(=[O:14])[C:8]1[CH:13]=[CH:12][CH:11]=[CH:10][CH:9]=1.[Na+].CN(C)C=O>C(OCC)C>[C:7]([O:15][CH2:2][C:3](=[O:6])[CH2:4][CH3:5])(=[O:14])[C:8]1[CH:13]=[CH:12][CH:11]=[CH:10][CH:9]=1 |f:1.2|. Procedure details: A mixture of 1-bromobutan-2-one (7.2 g, 47.7 mmol), sodium benzoate (7.56 g, 52.4 mmol), and N,N-dimethylformamide (72 ml) was stirred at room temperature for 3 hours and 45 minutes. Diethyl ether was added to the reaction mixture and the mixture was washed with water and a saturated saline solution, dried over magnesium sulfate, and filtrated. The filtrate was concentrated under reduced pressure to obtain the title compound (9.5 g, quantitatively) as a light brown oil. Reactants: [BH4-], [BH4-], CCOCC, CCOC(=O)C(Cc1ccc(C(F)(F)F)cc1)C(=O)c1ccc(Cl)cc1, Cl, [Zn+2]. Product: CCOC(=O)C(Cc1ccc(C(F)(F)F)cc1)C(O)c1ccc(Cl)cc1. RXN SMILES: [BH4-:33].[BH4-:35].[CH3:28][CH2:29][O:30][CH2:31][CH3:32].[Cl:1][c:2]1[cH:3][cH:4][c:5]([C:8]([CH:9]([C:10](=[O:11])[O:12][CH2:13][CH3:14])[CH2:15][c:16]2[cH:17][cH:18][c:19]([C:22]([F:23])([F:24])[F:25])[cH:20][cH:21]2)=[O:26])[cH:6][cH:7]1.[ClH:27].[Zn+2:34]>>[Cl:1][c:2]1[cH:3][cH:4][c:5]([CH:8]([CH:9]([C:10](=[O:11])[O:12][CH2:13][CH3:14])[CH2:15][c:16]2[cH:17][cH:18][c:19]([C:22]([F:23])([F:24])[F:25])[cH:20][cH:21]2)[OH:26])[cH:6][cH:7]1. Reactants: FC1=C(C=C(C=C1)NC(C1=NC=C(C=C1)F)=O)C12N=C(SCC1COC2)NC(OC(C)(C)C)=O (Racemic tert-butyl (4aSR,7aSR)-7a-(2-fluoro-5-(5-fluoropicolinamido)phenyl)-4a,5,7,7a-tetrahydro-4H-furo[3,4-d][1,3]thiazin-2-ylcarbamate), CO.C(=O)=O (methanol CO2). The product is FC1=C(C=C(C=C1)NC(C1=NC=C(C=C1)F)=O)[C@@]12N=C(SC[C@@H]1COC2)NC(OC(C)(C)C)=O (tert-Butyl (4aS,7aS)-7a-(2-fluoro-5-(5-fluoropicolinamido)phenyl)-4a,5,7,7a-tetrahydro-4H-furo[3,4-d][1,3]thiazin-2-ylcarbamate). The yield is 40.8%. Reaction SMILES: [F:1][C:2]1[CH:7]=[CH:6][C:5]([NH:8][C:9](=[O:17])[C:10]2[CH:15]=[CH:14][C:13]([F:16])=[CH:12][N:11]=2)=[CH:4][C:3]=1[C:18]12[CH2:26][O:25][CH2:24][CH:23]1[CH2:22][S:21][C:20]([NH:27][C:28](=[O:34])[O:29][C:30]([CH3:33])([CH3:32])[CH3:31])=[N:19]2.CO.C(=O)=O>>[F:1][C:2]1[CH:7]=[CH:6][C:5]([NH:8][C:9](=[O:17])[C:10]2[CH:15]=[CH:14][C:13]([F:16])=[CH:12][N:11]=2)=[CH:4][C:3]=1[C@:18]12[CH2:26][O:25][CH2:24][C@H:23]1[CH2:22][S:21][C:20]([NH:27][C:28](=[O:34])[O:29][C:30]([CH3:32])([CH3:31])[CH3:33])=[N:19]2 |f:1.2|. Reported procedure: Racemic tert-butyl (4aSR,7aSR)-7a-(2-fluoro-5-(5-fluoropicolinamido)phenyl)-4a,5,7,7a-tetrahydro-4H-furo[3,4-d][1,3]thiazin-2-ylcarbamate (0.226 g, 0.460 mmol) is purified by chiral HPLC: 2.1×25 cm Chiralcel OD-H, 5 micron column, 30% methanol/CO2, flow rate: 70 mL/min, UV: 230 nm. The second eluting isomer is isolated to provide the enantiomerically enriched title compound (0.092 g, 41%). ES/MS (m/e): 491 (M+1). Reactants: NC1=CC=C(CO)C=C1 (4-Aminobenzyl alcohol), N(=O)[O-].[Na+] (NaNO2), COC=1C=C(C=CC1)O (3-methoxyphenol), CC(=O)[O-].[Na+] (NaOAc), Cl (HCl), OCC1=CC=C(C=C1)N=NC1=CC=C(C=C1)O (4-((4-(hydroxymethyl)phenyl)diazenyl)phenol). The solvent is CCO.O (EtOH water), CCO (EtOH). Run at temperature 0 celsius, time 1 hour. The product is OCC1=CC=C(C=C1)N=NC1=C(C=C(C=C1)O)OC (4-((4-(hydroxymethyl)phenyl)diazenyl)-3-methoxyphenol). Reaction SMILES: NC1C=CC(CO)=CC=1.N([O-])=O.[Na+].Cl.[CH3:15][O:16][C:17]1[CH:18]=[C:19]([OH:23])[CH:20]=[CH:21][CH:22]=1.CC([O-])=O.[Na+].[OH:29][CH2:30][C:31]1[CH:36]=[CH:35][C:34]([N:37]=[N:38]C2C=CC(O)=CC=2)=[CH:33][CH:32]=1>CCO.O.CCO>[OH:29][CH2:30][C:31]1[CH:36]=[CH:35][C:34]([N:37]=[N:38][C:22]2[CH:21]=[CH:20][C:19]([OH:23])=[CH:18][C:17]=2[O:16][CH3:15])=[CH:33][CH:32]=1 |f:1.2,5.6,8.9|. Reported procedure: 4-Aminobenzyl alcohol (0.275 g, 2.24 mmol) and NaNO2 (0.16 g, 2.35 mmol) were dissolved in 7.5 mL EtOH:water (1.5:1) and added to 2 N HCl solution (4.5 mL) and reaction mixture stirred at 0° C. for 1 hour. 3-methoxyphenol (0.25 g, 2.01 mmol) in EtOH was added, followed by addition of NaOAc (0.15 g) at 0° C. and remaining procedure followed as described for compound 1 to obtain compound 2. Yield: 0.435 g (84%). 1H NMR (500 MHz, CD3SOCD3) δ 3.34 (bs, 4H, OMe, —OH), 4.55 (bs, 2H, Hf), 5.31 (s, 1H, ... Reactants: C(C)(C)C1=CC=C(C(=O)OC(CN(C)C2CCCCC2)C)C=C1 (1-(cyclohexyl(methyl)amino)propan-2-yl 4-isopropylbenzoate), CI (methyl iodide). Run in ClCCCl (DCE). Run at time 16 hour. The product is [I-].C(C)(C)C1=CC=C(C(=O)OC(C[N+](C2CCCCC2)(C)C)C)C=C1 (N-[2-((4-Isopropylbenzoyl)oxy)propyl]-N,N-dimethylcyclohexanaminium iodide). As a reaction SMILES: [CH:1]([C:4]1[CH:23]=[CH:22][C:7]([C:8]([O:10][CH:11]([CH3:21])[CH2:12][N:13]([CH:15]2[CH2:20][CH2:19][CH2:18][CH2:17][CH2:16]2)[CH3:14])=[O:9])=[CH:6][CH:5]=1)([CH3:3])[CH3:2].[CH3:24][I:25]>ClCCCl>[I-:25].[CH:1]([C:4]1[CH:23]=[CH:22][C:7]([C:8]([O:10][CH:11]([CH3:21])[CH2:12][N+:13]([CH3:24])([CH3:14])[CH:15]2[CH2:20][CH2:19][CH2:18][CH2:17][CH2:16]2)=[O:9])=[CH:6][CH:5]=1)([CH3:3])[CH3:2] |f:3.4|. Reported procedure: To a solution of 1-(cyclohexyl(methyl)amino)propan-2-yl 4-isopropylbenzoate (0.5 g, 1.57 mmol) in DCE (5 mL, methyl iodide (0.2 mL, 3.15 mmol) was added. The resultant reaction mixture was stirred at rt for 16 hours. The solvent was evaporated, and the crude product was purified by column chromatography. The product isolated was re-crystallized from methanol/ether. Yield: 134.9 mg (18.65%). 1H NMR (400 MHz, DMSO-d6) δ 7.94-7.92 (d, J=8 Hz, 2H), 7.43-7.41 (d, J=8 Hz, 2H), 5.54-5.50 (m, 1H), 3.95-... The reactants are COC(CCCC1(SC(=NN1C(C(C)(C)C)=O)NC(C(C)(C)C)=O)C1=CC=CC=C1)=O (4-[3-(2,2-dimethylpropionyl)-5-(2,2-dimethylpropionylamino)-2-phenyl-2,3-dihydro-1,3,4-thiadiazol-2-yl]butanoic acid methyl ester), [BH4-].[Na+] (sodium borohydride). The product is COC(CCCC1(SC(=NN1C(C(C)(C)C)=O)N)C1=CC=CC=C1)=O (4-[5-amino-3-(2,2-dimethylpropionyl)-2-phenyl-2,3-dihydro-1,3,4-thiadiazol-2-yl]butanoic acid methyl ester). Yield: 16.4%. Reaction SMILES: [CH3:1][O:2][C:3](=[O:31])[CH2:4][CH2:5][CH2:6][C:7]1([C:25]2[CH:30]=[CH:29][CH:28]=[CH:27][CH:26]=2)[N:11]([C:12](=[O:17])[C:13]([CH3:16])([CH3:15])[CH3:14])[N:10]=[C:9]([NH:18]C(=O)C(C)(C)C)[S:8]1.[BH4-].[Na+]>>[CH3:1][O:2][C:3](=[O:31])[CH2:4][CH2:5][CH2:6][C:7]1([C:25]2[CH:26]=[CH:27][CH:28]=[CH:29][CH:30]=2)[N:11]([C:12](=[O:17])[C:13]([CH3:16])([CH3:15])[CH3:14])[N:10]=[C:9]([NH2:18])[S:8]1 |f:1.2|. Reported procedure: In the same manner as that of the method described in to WO2003/051854, from 4-[3-(2,2-dimethylpropionyl)-5-(2,2-dimethylpropionylamino)-2-phenyl-2,3-dihydro-1,3,4-thiadiazol-2-yl]butanoic acid methyl ester (11.2 g, 25.9 mmol) obtained according to the method described in WO2003/051854 and sodium borohydride (2.94 g, 77.6 mmol), 4-[5-amino-3-(2,2-dimethylpropionyl)-2-phenyl-2,3-dihydro-1,3,4-thiadiazol-2-yl]butanoic acid methyl ester (1.54 g, 17%) was obtained. Solvent: CS(=O)C (DMSO), O (water). Procedure: A resealable pressure bottle was charged with 4-(2-chloropyridin-3-yl)-2-(methylthio)pyrimidine (6.00 g, 25.2 mmol), 4-aminophenol (2.89 g, 26.5 mmol), and cesium carbonate (16.4 g, 50.5 mmol). These reagents were suspended in DMSO (50.5 ml, 0.50 M). The vessel was sealed and heated to 130° C. for 48 hrs. Reaction mixture was allowed to cool to RT, diluted with water and extracted with EtOAc. The organic layer was collected, dried with Na2SO4, filtered, and concentrated to give a light brown res... As a reaction SMILES: Cl[C:2]1[C:7]([C:8]2[CH:13]=[CH:12][N:11]=[C:10]([S:14][CH3:15])[N:9]=2)=[CH:6][CH:5]=[CH:4][N:3]=1.[NH2:16][C:17]1[CH:22]=[CH:21][C:20]([OH:23])=[CH:19][CH:18]=1.C(=O)([O-])[O-].[Cs+].[Cs+]>CS(C)=O.O>[CH3:15][S:14][C:10]1[N:9]=[C:8]([C:7]2[C:2]([O:23][C:20]3[CH:21]=[CH:22][C:17]([NH2:16])=[CH:18][CH:19]=3)=[N:3][CH:4]=[CH:5][CH:6]=2)[CH:13]=[CH:12][N:11]=1 |f:2.3.4|. Product: CSC1=NC=CC(=N1)C=1C(=NC=CC1)OC1=CC=C(C=C1)N (4-(3-(2-(methylthio)pyrimidin-4-yl)pyridin-2-yloxy)benzenamine). Reactants: ClC1=NC=CC=C1C1=NC(=NC=C1)SC (4-(2-chloropyridin-3-yl)-2-(methylthio)pyrimidine), NC1=CC=C(C=C1)O (4-aminophenol), C([O-])([O-])=O.[Cs+].[Cs+] (cesium carbonate). Run at temperature 130 celsius. The reactants are COCCOCC(=O)Cl, CC1(C)OC(=O)CC(=O)O1, Cl, c1ccncc1. Yields the product CCOC(=O)CC(=O)COCCOC. Reaction SMILES: [CH3:11][O:12][CH2:13][CH2:14][O:15][CH2:16][C:17]([Cl:18])=[O:19].[CH3:1][C:2]1([CH3:10])[O:3][C:4](=[O:9])[CH2:5][C:6](=[O:8])[O:7]1.[ClH:20].[cH:21]1[cH:22][cH:23][n:24][cH:25][cH:26]1>>[CH2:2]([O:7][C:6]([CH2:5][C:4](=[O:9])[CH2:16][O:15][CH2:14][CH2:13][O:12][CH3:11])=[O:8])[CH3:10].